From a dataset of the Open Reaction Database (ORD), a public repository of structured organic reaction records. describe an organic reaction: reactants, conditions, products, and yield Reactants: CC(=O)O (HOAc), N[C@@H]1[C@@H](CCCC1)NC=1N=C(C(=NC1)C#N)NC=1SN=C2N=CC=CC21 (5-((1R,2S)-2-aminocyclohexylamino)-3-(isothiazolo[3,4-b]pyridin-3-ylamino)pyrazine-2-carbonitrile), [OH-].[Na+] (NaOH), OO (H2O2). Run in CCO (EtOH), CS(=O)C (DMSO). Reaction conditions: time 20 hour. The product is N[C@@H]1[C@@H](CCCC1)NC=1N=C(C(=NC1)C(=O)N)NC=1SN=C2N=CC=CC21 (5-((1R,2S)-2-aminocyclohexylamino)-3-(isothiazolo[3,4-b]pyridin-3-ylamino)pyrazine-2-carboxamide). As a reaction SMILES: [NH2:1][C@H:2]1[CH2:7][CH2:6][CH2:5][CH2:4][C@H:3]1[NH:8][C:9]1[N:10]=[C:11]([NH:17][C:18]2[S:19][N:20]=[C:21]3[C:26]=2[CH:25]=[CH:24][CH:23]=[N:22]3)[C:12]([C:15]#[N:16])=[N:13][CH:14]=1.[OH-].[Na+].OO.CC(O)=[O:33]>CCO.CS(C)=O>[NH2:1][C@H:2]1[CH2:7][CH2:6][CH2:5][CH2:4][C@H:3]1[NH:8][C:9]1[N:10]=[C:11]([NH:17][C:18]2[S:19][N:20]=[C:21]3[C:26]=2[CH:25]=[CH:24][CH:23]=[N:22]3)[C:12]([C:15]([NH2:16])=[O:33])=[N:13][CH:14]=1 |f:1.2|. Procedure: To a solution of 5-((1R,2S)-2-aminocyclohexylamino)-3-(isothiazolo[3,4-b]pyridin-3-ylamino)pyrazine-2-carbonitrile (36 mg) in EtOH (1 mL) and DMSO (0.5 mL), aq. 1N NaOH (1 mL) and aq. H2O2 (30%, 1 mL) were added. The mixture was stirred at room temperature for 20 h. After being neutralized with HOAc (0.3 mL), the mixture was purified by HPLC to give the titled compound (7 mg). MS found for C17H20N8OS as (M+H)+ MS 385.3. UV: λ=UV 207.4, 245.8, 298.6, 343.2 nm. 1H NMR: (CD3OD) δ 8.50 (dd, 1H), 8.2... The reactants are C(#C)C1=NC=CC=C1 (2-ethynylpyridine), CC1CCC(CC1)=O (4-methylcyclohexanone). Yields the product CC1CC=C(CC1)C#CC1=NC=CC=C1 (2-[(4-methyl-1-cyclohexe-n-1-yl)ethynyl]pyridine). As a reaction SMILES: [C:1]([C:3]1[CH:8]=[CH:7][CH:6]=[CH:5][N:4]=1)#[CH:2].[CH3:9][CH:10]1[CH2:15][CH2:14][C:13](=O)[CH2:12][CH2:11]1>>[CH3:9][CH:10]1[CH2:15][CH2:14][C:13]([C:2]#[C:1][C:3]2[CH:8]=[CH:7][CH:6]=[CH:5][N:4]=2)=[CH:12][CH2:11]1. Procedure: Reactants: 2-ethynylpyridine (6.0 mmol, 618 mg), 4-methylcyclohexanone (6.0 mmol, 672 mg); yields 2-[(4-methyl-1-cyclohexe-n-1-yl)ethynyl]pyridine as a transparent oil (250 mg, 21% overall yield). 1H NMR (CDCl3, 300 MHz) Δ8.57 (m, 1H), 7.59 (m, 1H), 7.39 (m, 1H), 7.20 (m, 1H), 6.30 (m, 1H), 2.22 (m, 3H), 1.25 (m, 1H), 0.99 (m, 3H). MS (EI ionization) 197 (M+). Reactants: CC(C)O, CNC(=O)N(O)c1ccc(Cl)cc1, COC(=O)Cl, c1ccncc1. Yields the product CNC(=O)N(OC(=O)OC)c1ccc(Cl)cc1. Reaction SMILES: [CH:25]([OH:26])([CH3:27])[CH3:28].[Cl:1][c:2]1[cH:3][cH:4][c:5]([N:8]([C:9](=[O:10])[NH:11][CH3:12])[OH:13])[cH:6][cH:7]1.[Cl:20][C:21](=[O:22])[O:23][CH3:24].[cH:14]1[cH:15][cH:16][n:17][cH:18][cH:19]1>>[Cl:1][c:2]1[cH:3][cH:4][c:5]([N:8]([C:9](=[O:10])[NH:11][CH3:12])[O:13][C:21](=[O:22])[O:23][CH3:24])[cH:6][cH:7]1. The reactants are [Br-], COc1ccc(C(=O)CBr)cc1, COc1ccc(C2=Cc3ccc(OCc4ccccc4)cc3OC2)cc1, CC(C)(C)[O-], C[P+](c1ccccc1)(c1ccccc1)c1ccccc1, [K+]. Yields the product C=Cc1ccc(OCc2ccccc2)cc1OCC(=O)c1ccc(OC)cc1. Reaction SMILES: [Br-:45].[Br:33][CH2:34][C:35](=[O:36])[c:37]1[cH:38][cH:39][c:40]([O:43][CH3:44])[cH:41][cH:42]1.[CH2:1]([c:2]1[cH:3][cH:4][cH:5][cH:6][cH:7]1)[O:8][c:9]1[cH:10][c:11]2[c:12]([cH:25][cH:26]1)[CH:13]=[C:14]([c:15]1[cH:17][cH:18][c:19]([O:20][CH3:21])[cH:22][cH:23]1)[CH2:24][O:16]2.[CH3:27][C:28]([CH3:29])([O-:30])[CH3:31].[CH3:46][P+:47]([c:48]1[cH:49][cH:50][cH:51][cH:52][cH:53]1)([c:54]1[cH:55][cH:56][cH:57][cH:58][cH:59]1)[c:60]1[cH:61][cH:62][cH:63][cH:64][cH:65]1.[K+:32]>>[CH2:1]([c:2]1[cH:3][cH:4][cH:5][cH:6][cH:7]1)[O:8][c:9]1[cH:10][c:11]([O:16][CH2:34][C:35](=[O:36])[c:37]2[cH:38][cH:39][c:40]([O:43][CH3:44])[cH:41][cH:42]2)[c:12]([CH:13]=[CH2:14])[cH:25][cH:26]1. Starting materials: CC(C)(C)[Si](C)(C)Cl, Nc1ncnc2c1ncn2C1CC(O)C(CO)O1, CN(C)C=O, O, c1c[nH]cn1. Product: CC(C)(C)[Si](C)(C)OCC1OC(n2cnc3c(N)ncnc32)CC1O. As a reaction SMILES: [C:24]([CH3:25])([CH3:26])([CH3:27])[Si:28]([CH3:29])([CH3:30])[Cl:31].[NH2:1][c:2]1[c:3]2[n:4][cH:5][n:6]([CH:11]3[CH2:12][CH:13]([OH:18])[CH:14]([CH2:16][OH:17])[O:15]3)[c:7]2[n:8][cH:9][n:10]1.[O:32]=[CH:33][N:34]([CH3:35])[CH3:36].[OH2:37].[nH:19]1[cH:20][cH:21][n:22][cH:23]1>>[NH2:1][c:2]1[c:3]2[n:4][cH:5][n:6]([CH:11]3[CH2:12][CH:13]([OH:18])[CH:14]([CH2:16][O:17][Si:28]([C:24]([CH3:25])([CH3:26])[CH3:27])([CH3:29])[CH3:30])[O:15]3)[c:7]2[n:8][cH:9][n:10]1. The reactants are FC(C1=NC(=C(C(=C1C(=O)OC)NC(C)C)C(=O)OCC1=CC=CC=C1)C(F)(F)F)F (3-methyl 5-benzyl 2-(difluoromethyl)-4-(1-methylethylamino)-6-(trifluoromethyl)-3,5-pyridinedicarboxylate), C1CCOC1 (THF). Reagents/catalysts: [Pd] (Pd/C). Run in CO (methanol). The product is FC(C1=NC(=C(C(=C1C(=O)OC)NC(C)C)C(=O)O)C(F)(F)F)F (3-methyl 5-hydrogen 2-(difluoromethyl)-4-(1-methylethylamino)-6-(trifluoromethyl)-3,5-pyridinedicarboxylate). Isolated yield 101.1%. As a reaction SMILES: [F:1][CH:2]([F:31])[C:3]1[C:8]([C:9]([O:11][CH3:12])=[O:10])=[C:7]([NH:13][CH:14]([CH3:16])[CH3:15])[C:6]([C:17]([O:19]CC2C=CC=CC=2)=[O:18])=[C:5]([C:27]([F:30])([F:29])[F:28])[N:4]=1.C1COCC1>CO.[Pd]>[F:31][CH:2]([F:1])[C:3]1[C:8]([C:9]([O:11][CH3:12])=[O:10])=[C:7]([NH:13][CH:14]([CH3:16])[CH3:15])[C:6]([C:17]([OH:19])=[O:18])=[C:5]([C:27]([F:30])([F:28])[F:29])[N:4]=1. Procedure details: A mixture of 46.27 g (0.1 mol) of 3-methyl 5-benzyl 2-(difluoromethyl)-4-(1-methylethylamino)-6-(trifluoromethyl)-3,5-pyridinedicarboxylate (example 181 of U.S. Pat. No. 4,698,093) in 1.2 L of a 1:5 mixture of THF in methanol was hydrogenated using catalytic 5% Pd/C under 50 lb of hydrogen pressure for 48 h. The reaction mixture was filtered through Celite and concentrated in vacuo. to give 36 g of 3-methyl 5-hydrogen 2-(difluoromethyl)-4-(1-methylethylamino)-6-(trifluoromethyl)-3,5-pyridinedica... RXN SMILES: [CH2:1]([c:2]1[cH:3][cH:4][cH:5][cH:6][cH:7]1)[c:8]1[cH:9][n:10][c:11]2[c:12]([C:25]([F:26])([F:27])[F:28])[cH:13][cH:14][cH:15][c:16]2[c:17]1-[c:18]1[cH:19][c:20]([NH2:24])[cH:21][cH:22][cH:23]1.[OH:29][c:30]1[c:31]([CH:32]=[O:33])[cH:34][c:35]([O:38][CH3:39])[cH:36][cH:37]1>>[CH2:1]([c:2]1[cH:3][cH:4][cH:5][cH:6][cH:7]1)[c:8]1[cH:9][n:10][c:11]2[c:12]([C:25]([F:26])([F:27])[F:28])[cH:13][cH:14][cH:15][c:16]2[c:17]1-[c:18]1[cH:19][c:20]([NH:24][CH2:32][c:31]2[c:30]([OH:29])[cH:37][cH:36][c:35]([O:38][CH3:39])[cH:34]2)[cH:21][cH:22][cH:23]1. Reactants: Nc1cccc(-c2c(Cc3ccccc3)cnc3c(C(F)(F)F)cccc23)c1, COc1ccc(O)c(C=O)c1. The product is COc1ccc(O)c(CNc2cccc(-c3c(Cc4ccccc4)cnc4c(C(F)(F)F)cccc34)c2)c1.